From a dataset of the Open Reaction Database (ORD), a public repository of structured organic reaction records. describe an organic reaction: reactants, conditions, products, and yield The reactants are Cl.ClC1=CC=C(CN(N)C2=C(C=CC=C2)C)C=C1 (1-(4-chlorobenzyl)-1-(2-methylphenyl)hydrazine hydrochloride), C(C)(=O)O.C(C)C1C(CCCC1)=O (ethyl-2-cyclohexanone acetate). Yields the product ClC1=CC=C(CN2C3=C(C=CC=C3C=3CCCC(C23)CC(=O)O)C)C=C1 (9-p-chlorobenzyl-8-methyl-1,2,3,4-tetrahydrocarbazol-1-yl-acetic acid). RXN SMILES: Cl.[Cl:2][C:3]1[CH:18]=[CH:17][C:6]([CH2:7][N:8]([C:10]2[CH:15]=[CH:14][CH:13]=[CH:12][C:11]=2[CH3:16])N)=[CH:5][CH:4]=1.[C:19]([OH:22])(=[O:21])[CH3:20].C([CH:25]1[CH2:30][CH2:29][CH2:28][CH2:27][C:26]1=O)C>>[Cl:2][C:3]1[CH:18]=[CH:17][C:6]([CH2:7][N:8]2[C:26]3[CH:27]([CH2:20][C:19]([OH:22])=[O:21])[CH2:28][CH2:29][CH2:30][C:25]=3[C:15]3[C:10]2=[C:11]([CH3:16])[CH:12]=[CH:13][CH:14]=3)=[CH:5][CH:4]=1 |f:0.1,2.3|. Procedure details: Following the procedure of Example 1, but using 1-(4-chlorobenzyl)-1-(2-methylphenyl)hydrazine hydrochloride and ethyl-2-cyclohexanone acetate as starting materials, the title compound was prepared. Starting materials: COC(=O)c1ccc(OC(C)(C)C#N)cc1OC, [Li+], C1CCOC1, [OH-], O. Product: COc1cc(OC(C)(C)C#N)ccc1C(=O)O. As a reaction SMILES: [C:1](#[N:2])[C:3]([CH3:4])([O:5][c:6]1[cH:7][c:8]([O:16][CH3:17])[c:9]([C:10](=[O:11])[O:12][CH3:13])[cH:14][cH:15]1)[CH3:18].[Li+:19].[O:21]1[CH2:22][CH2:23][CH2:24][CH2:25]1.[OH-:20].[OH2:26]>>[C:1](#[N:2])[C:3]([CH3:4])([O:5][c:6]1[cH:7][c:8]([O:16][CH3:17])[c:9]([C:10](=[O:11])[OH:12])[cH:14][cH:15]1)[CH3:18]. Starting materials: FC(C(=O)N1CCC2=C(C(C1)C(C)C)C=C(C(=C2)O)Br)(F)F (N-trifluoroacetyl-8-bromo-7-hydroxy-1-isopropyl-2,3,4,5-tetrahydro-1H-3-benzazepine), C(C)(C)(C)N=P(N(C)C)(N(C)C)N(C)C (N′″-tert-butyl-N,N,N′,N′,N″,N″-hexamethylphosphorimidic triamide), C(C=C)Br (allyl bromide). The solvent is ClCCl (dichloromethane), Cl (HCl). Run at time 3 hour. The product is FC(C(=O)N1CCC2=C(C(C1)C(C)C)C=C(C(=C2)OCC=C)Br)(F)F (N-Trifluoroacetyl-7-allyloxy-8-bromo-1-isopropyl-2,3,4,5-tetrahydro-1H-3-benzazepine). Yield: 58.2%. Reaction SMILES: [F:1][C:2]([F:22])([F:21])[C:3]([N:5]1[CH2:11][CH:10]([CH:12]([CH3:14])[CH3:13])[C:9]2[CH:15]=[C:16]([Br:20])[C:17]([OH:19])=[CH:18][C:8]=2[CH2:7][CH2:6]1)=[O:4].[C:23](N=P(N(C)C)(N(C)C)N(C)C)(C)([CH3:25])[CH3:24].C(Br)C=C>ClCCl.Cl>[F:22][C:2]([F:1])([F:21])[C:3]([N:5]1[CH2:11][CH:10]([CH:12]([CH3:14])[CH3:13])[C:9]2[CH:15]=[C:16]([Br:20])[C:17]([O:19][CH2:25][CH:23]=[CH2:24])=[CH:18][C:8]=2[CH2:7][CH2:6]1)=[O:4]. Reported procedure: A solution of N-trifluoroacetyl-8-bromo-7-hydroxy-1-isopropyl-2,3,4,5-tetrahydro-1H-3-benzazepine (0.017 g, 0.045 mmol) in dichloromethane (1 mL) was treated with N′″-tert-butyl-N,N,N′,N′,N″,N″-hexamethylphosphorimidic triamide (0.016 g, 0.068 mmol), allyl bromide (0.011 g, 0.09 mmol) and stirred for 3 hours at 20 C. The product mixture was diluted with 10% aqueous HCl, extracted twice with dichloromethane (20 mL), and concentrated. Flash chromatography (10% EtOAc in hexanes, silica) resulted in...